This data is from the Open Reaction Database (ORD), a public repository of structured organic reaction records. The task is: describe an organic reaction: reactants, conditions, products, and yield Reactants: C(C)OC(CNCCCC1(OCCO1)C)=O ([3-(2-Methyl-[1,3]dioxolan-2-yl)-propylamino]-acetic acid ethyl ester), O(C(=O)OC(C)(C)C)C(=O)OC(C)(C)C (BOC2O). Reagents/catalysts: CN(C)C=1C=CN=CC1 (DMAP), C(C)N(CC)CC (triethylamine). Run in C1CCOC1 (THF). Run at time 4 hour. Yields the product C(C)OC(CN(CCCC1(OCCO1)C)C(=O)OC(C)(C)C)=O ({Tert-butoxycarbonyl-[3-(2-methyl-[1,3]dioxolan-2-yl)-propyl]-amino}- acetic acid ethyl ester). As a reaction SMILES: [CH2:1]([O:3][C:4](=[O:16])[CH2:5][NH:6][CH2:7][CH2:8][CH2:9][C:10]1([CH3:15])[O:14][CH2:13][CH2:12][O:11]1)[CH3:2].[O:17](C(OC(C)(C)C)=O)[C:18]([O:20][C:21]([CH3:24])([CH3:23])[CH3:22])=O>C1COCC1.CN(C1C=CN=CC=1)C.C(N(CC)CC)C>[CH2:1]([O:3][C:4](=[O:16])[CH2:5][N:6]([C:18]([O:20][C:21]([CH3:24])([CH3:23])[CH3:22])=[O:17])[CH2:7][CH2:8][CH2:9][C:10]1([CH3:15])[O:14][CH2:13][CH2:12][O:11]1)[CH3:2]. Procedure: To a solution of 2-4 (24 g, 0.104 mol) in 100 mL THF were added a trace of DMAP, 20 drops of triethylamine, and BOC2O (23.8 g, 0.109 mol). After 4 h, evaporative removal of the solvent gave 2-5 as a colorless oil. TLC Rf =0.38 (silica, 30% ethyl acetate/hexane). 1H NMR (300 MHz, CDCl3, mixture of rotamers) δ 4.22 (m, 3H), 3.93 (m, 4H), 3.27 (m, 2H), 1.63 (m, 4H), 1.51 (s, 3H), 1.47 (s, 3H), 1.42 (s, 3H), 1.31 (s, 3H), 1.28 (m, 4H).